Dataset: the Open Reaction Database (ORD), a public repository of structured organic reaction records. Task: describe an organic reaction: reactants, conditions, products, and yield The reactants are Brc1ccccc1OC1CCCCC1, C1CNCCN1. RXN SMILES: [Br:1][c:2]1[c:3]([O:8][CH:9]2[CH2:10][CH2:11][CH2:12][CH2:13][CH2:14]2)[cH:4][cH:5][cH:6][cH:7]1.[CH2:15]1[CH2:16][NH:17][CH2:18][CH2:19][NH:20]1>>[c:2]1([N:17]2[CH2:16][CH2:15][NH:20][CH2:19][CH2:18]2)[c:3]([O:8][CH:9]2[CH2:10][CH2:11][CH2:12][CH2:13][CH2:14]2)[cH:4][cH:5][cH:6][cH:7]1. The product is c1ccc(N2CCNCC2)c(OC2CCCCC2)c1. The reactants are [OH-].[Na+] (sodium hydroxide), C(#N)[BH3-].[Na+] (Sodium cyanoborohydride), C=O (paraformaldehyde), COC=1C=C2C(C=C(OC2=CC1)C1=CC=C(C=C1)N)=O (6-methoxy-4′-aminoflavone). Solvent: C(C)(=O)O (acetic acid). Yields the product COC=1C=C2C(C=C(OC2=CC1)C1=CC=C(C=C1)N(C)C)=O (6-methoxy-4′-dimethylaminoflavone). As a reaction SMILES: [C:1]([BH3-])#[N:2].[Na+].[CH3:5][O:6][C:7]1[CH:8]=[C:9]2[C:14](=[CH:15][CH:16]=1)[O:13][C:12]([C:17]1[CH:22]=[CH:21][C:20](N)=[CH:19][CH:18]=1)=[CH:11][C:10]2=[O:24].[CH2:25]=O.[OH-].[Na+]>C(O)(=O)C>[CH3:5][O:6][C:7]1[CH:8]=[C:9]2[C:14](=[CH:15][CH:16]=1)[O:13][C:12]([C:17]1[CH:22]=[CH:21][C:20]([N:2]([CH3:1])[CH3:25])=[CH:19][CH:18]=1)=[CH:11][C:10]2=[O:24] |f:0.1,4.5|. Reported procedure: Sodium cyanoborohydride (891 mg, 14.1 mmol) was slowly added to an acetic acid solution (30 ml) that contained compound 24 (630 mg, 2.36 mmol) and paraformaldehyde (707 mg, 23.6 mmol), while stirring. The obtained mixture was stirred at room temperature for 3 hours. After completion of the reaction, 50 ml of a 1 N sodium hydroxide aqueous solution was added to the reaction solution, and the obtained mixture was then extracted with 50 ml (25 ml×2) of chloroform. The extract was dried over anhydro... RXN SMILES: [NH2:1][N:2]1[C:7]([C:8]([F:11])([F:10])[F:9])=[CH:6][C:5](=[O:12])[N:4]([C:13]2[CH:18]=[CH:17][C:16]([O:19]C)=[CH:15][CH:14]=2)[C:3]1=[O:21].B(Br)(Br)Br>C(Cl)Cl>[NH2:1][N:2]1[C:7]([C:8]([F:10])([F:9])[F:11])=[CH:6][C:5](=[O:12])[N:4]([C:13]2[CH:18]=[CH:17][C:16]([OH:19])=[CH:15][CH:14]=2)[C:3]1=[O:21]. Product: NN1C(N(C(C=C1C(F)(F)F)=O)C1=CC=C(C=C1)O)=O (1-amino-3-(4-hydroxyphenyl)-6-trifluoromethyl-2,4(1H,3H)-pyrimidinedione). Procedure: By the method of Example 12, Step B, 1.0 gram (0.0033 mole) of 1-amino-3-(4-methoxyphenyl)-6-trifluoromethyl-2,4(1H,3H)-pyrimidinedione and 2.5 grams (0.01 mole) of boron tribromide were reacted in 30 mL of methylene chloride, yielding 0.95 gram of 1-amino-3-(4-hydroxyphenyl)-6-trifluoromethyl-2,4(1H,3H)-pyrimidinedione, m.p. 150°-155° C. The NMR spectrum was consistent with the proposed spectrum. Solvent: C(Cl)Cl (methylene chloride). The yield is 100.2%. Starting materials: NN1C(N(C(C=C1C(F)(F)F)=O)C1=CC=C(C=C1)OC)=O (1-amino-3-(4-methoxyphenyl)-6-trifluoromethyl-2,4(1H,3H)-pyrimidinedione), B(Br)(Br)Br (boron tribromide). The reactants are Cl.O1CCOCC1 (HCl dioxane), O=C1N(CN(C12CCN(CC2)CCCC(C2=CC=CC=C2)=O)C2=CC=CC=C2)C=2C=C(C(=O)OC)C=CC2 (methyl 3-(4-oxo-8-(4-oxo-4-phenylbutyl)-1-phenyl-1,3,8-triazaspiro[4.5]decan-3-yl)benzoate), O.[OH-].[Li+] (lithium hydroxide monohydrate). The solvent is CO (methanol), O (water). Reaction conditions: temperature 55 celsius, time 18 hour. Product: O=C1N(CN(C12CCN(CC2)CCCC(C2=CC=CC=C2)=O)C2=CC=CC=C2)C=2C=C(C(=O)O)C=CC2 (3-(4-Oxo-8-(4-oxo-4-phenylbutyl)-1-phenyl-1,3,8-triazaspiro[4.5]decan-3-yl)benzoic acid), hydrochloride salt. Yield: 13.0%. Reaction SMILES: [O:1]=[C:2]1[C:6]2([CH2:11][CH2:10][N:9]([CH2:12][CH2:13][CH2:14][C:15](=[O:22])[C:16]3[CH:21]=[CH:20][CH:19]=[CH:18][CH:17]=3)[CH2:8][CH2:7]2)[N:5]([C:23]2[CH:28]=[CH:27][CH:26]=[CH:25][CH:24]=2)[CH2:4][N:3]1[C:29]1[CH:30]=[C:31]([CH:36]=[CH:37][CH:38]=1)[C:32]([O:34]C)=[O:33].O.[OH-].[Li+].Cl.O1CCOCC1>CO.O>[O:1]=[C:2]1[C:6]2([CH2:7][CH2:8][N:9]([CH2:12][CH2:13][CH2:14][C:15](=[O:22])[C:16]3[CH:17]=[CH:18][CH:19]=[CH:20][CH:21]=3)[CH2:10][CH2:11]2)[N:5]([C:23]2[CH:24]=[CH:25][CH:26]=[CH:27][CH:28]=2)[CH2:4][N:3]1[C:29]1[CH:30]=[C:31]([CH:36]=[CH:37][CH:38]=1)[C:32]([OH:34])=[O:33] |f:1.2.3,4.5|. Reported procedure: To a solution of methyl 3-(4-oxo-8-(4-oxo-4-phenylbutyl)-1-phenyl-1,3,8-triazaspiro[4.5]decan-3-yl)benzoate (0.08 g, 0.16 mmol) in methanol (3 mL) was added lithium hydroxide monohydrate (0.013 g, 0.32 mmol) in water (1 mL). After stirring at 55° C. for 18 h, the reaction mixture was concentrated in vacuo, isolated by preparatory TLC (10% methanol/dichloromethane/0.1% acetic acid) and lyophilized with 4M HCl/dioxane (0.5 mL) to obtain the title compound as a hydrochloride salt (0.011 g, 13%); 1H...